From a dataset of the Open Reaction Database (ORD), a public repository of structured organic reaction records. describe an organic reaction: reactants, conditions, products, and yield Starting materials: [BH4-], C1CCNCC1, CCO, [Na+], O=Cc1cccc(O)c1. Yields the product Oc1cccc(CN2CCCCC2)c1. Reaction SMILES: [BH4-:16].[CH2:10]1[CH2:11][CH2:12][NH:13][CH2:14][CH2:15]1.[CH3:18][CH2:19][OH:20].[Na+:17].[OH:1][c:2]1[cH:3][c:4]([CH:5]=[O:6])[cH:7][cH:8][cH:9]1>>[OH:1][c:2]1[cH:3][c:4]([CH2:5][N:13]2[CH2:12][CH2:11][CH2:10][CH2:15][CH2:14]2)[cH:7][cH:8][cH:9]1.